From a dataset of the Open Reaction Database (ORD), a public repository of structured organic reaction records. describe an organic reaction: reactants, conditions, products, and yield As a reaction SMILES: [NH:1]1[C:5]2=[N:6][CH:7]=[CH:8][C:9]([O:10][C:11]3[CH:17]=[CH:16][C:14]([NH2:15])=[CH:13][CH:12]=3)=[C:4]2[CH:3]=[CH:2]1.[F:18][C:19]1[CH:24]=[CH:23][C:22]([N:25]=[C:26]=[O:27])=[CH:21][CH:20]=1>C(OCC)(=O)C>[F:18][C:19]1[CH:24]=[CH:23][C:22]([NH:25][C:26]([NH:15][C:14]2[CH:16]=[CH:17][C:11]([O:10][C:9]3[CH:8]=[CH:7][N:6]=[C:5]4[NH:1][CH:2]=[CH:3][C:4]=34)=[CH:12][CH:13]=2)=[O:27])=[CH:21][CH:20]=1. The product is FC1=CC=C(C=C1)NC(=O)NC1=CC=C(C=C1)OC1=C2C(=NC=C1)NC=C2 (N-(4-Fluorophenyl)-N′-[4-(1H-pyrrolo[2,3-b]pyridin-4-yloxy)phenyl]urea). Procedure details: After dissolving 90 mg of 4-(1H-pyrrolo[2,3-b]pyridin-4-yloxy)aniline in ethyl acetate at room temperature, 0.05 ml of parafluorophenyl isocyanate was added dropwise. The precipitated white crystals were filtered out to obtain 65 mg of the target substance. Reactants: N1C=CC=2C1=NC=CC2OC2=CC=C(N)C=C2 (4-(1H-pyrrolo[2,3-b]pyridin-4-yloxy)aniline), FC1=CC=C(C=C1)N=C=O (parafluorophenyl isocyanate). Run in C(C)(=O)OCC (ethyl acetate). Starting materials: COC(=O)C=1N(C(C2=CC=C(C=C2C1OS(=O)(=O)C(F)(F)F)Cl)=O)CC1=CC=C(C=C1)S(=O)(=O)C (6-chloro-2-(4-methanesulfonylbenzyl)-1-oxo-4-trifluoromethanesulfonyloxy-1,2-dihydroisoquinoline-3-carboxylic acid methyl ester), C(=O)C=1C=C(C=CC1)B(O)O (3-formylphenylboronic acid). Product: COC(=O)C=1N(C(C2=CC=C(C=C2C1C1=CC(=CC=C1)C=O)Cl)=O)CC1=CC=C(C=C1)S(=O)(=O)C (6-chloro-4-(3-formylphenyl)-2-(4-methanesulfonylbenzyl)-1-oxo-1,2-dihydroisoquinoline-3-carboxylic acid methyl ester). Reaction SMILES: [CH3:1][O:2][C:3]([C:5]1[N:6]([CH2:25][C:26]2[CH:31]=[CH:30][C:29]([S:32]([CH3:35])(=[O:34])=[O:33])=[CH:28][CH:27]=2)[C:7](=[O:24])[C:8]2[C:13]([C:14]=1OS(C(F)(F)F)(=O)=O)=[CH:12][C:11]([Cl:23])=[CH:10][CH:9]=2)=[O:4].[CH:36]([C:38]1[CH:39]=[C:40](B(O)O)[CH:41]=[CH:42][CH:43]=1)=[O:37]>>[CH3:1][O:2][C:3]([C:5]1[N:6]([CH2:25][C:26]2[CH:31]=[CH:30][C:29]([S:32]([CH3:35])(=[O:33])=[O:34])=[CH:28][CH:27]=2)[C:7](=[O:24])[C:8]2[C:13]([C:14]=1[C:42]1[CH:41]=[CH:40][CH:39]=[C:38]([CH:36]=[O:37])[CH:43]=1)=[CH:12][C:11]([Cl:23])=[CH:10][CH:9]=2)=[O:4]. Reported procedure: The present compound was synthesized by a method similar to that in Example 272 and using 6-chloro-2-(4-methanesulfonylbenzyl)-1-oxo-4-trifluoromethanesulfonyloxy-1,2-dihydroisoquinoline-3-carboxylic acid methyl ester and 3-formylphenylboronic acid. The reactants are NC1=C(C=CC=C1)C=1NC2=CC=CC=C2C1 (2-(2-aminophenyl) indole), OC=1C=C(CCC(=O)O)C=CC1O (3,4-dihydroxyhydrocinnamic acid). Product: OC=1C=C(C=CC1O)CCC(=O)NC1=C(C=CC=C1)C=1NC2=CC=CC=C2C1 (3-(3,4-Dihydroxy-phenyl)-N-[2-(1H-indol-2-yl)-phenyl]-propionamide). Isolated yield 19.0%. Reaction SMILES: [NH2:1][C:2]1[CH:7]=[CH:6][CH:5]=[CH:4][C:3]=1[C:8]1[NH:9][C:10]2[C:15]([CH:16]=1)=[CH:14][CH:13]=[CH:12][CH:11]=2.[OH:17][C:18]1[CH:19]=[C:20]([CH:26]=[CH:27][C:28]=1[OH:29])[CH2:21][CH2:22][C:23](O)=[O:24]>>[OH:17][C:18]1[CH:19]=[C:20]([CH2:21][CH2:22][C:23]([NH:1][C:2]2[CH:7]=[CH:6][CH:5]=[CH:4][C:3]=2[C:8]2[NH:9][C:10]3[C:15]([CH:16]=2)=[CH:14][CH:13]=[CH:12][CH:11]=3)=[O:24])[CH:26]=[CH:27][C:28]=1[OH:29]. Procedure details: Prepared from 2-(2-aminophenyl) indole and 3,4-dihydroxyhydrocinnamic acid in 19% yield following procedure 1. The product was chromatographed on silica and crystallized from acetonitrile. 100% Purity by LC/MS (230 DAD), Mass-spec [M+H+]=373, 1H NMR (MeOH-d4): 2.60 t, 7.4 Hz (2H), 2.85 t, 7.4 Hz (2H), 6.38 s (1H), 6.55 dd, 8.2 Hz (1H), 6.69 m (2H), 7.02 t, 8 Hz (1H), 7.11 t, 8 Hz (1H), 7.27–7.35 m (2H), 7.38 d, 8 Hz (1H), 7.56 d, 8 Hz (1H), 7.58 dd, 7.1 Hz (1H), 7.70 d, 8 Hz (1H). Reactants: Br, COc1cc(Br)cc2cc(C(C)=O)oc12, Cl, [Na+], C1COCCO1, [OH-]. Yields the product COc1cc(Br)cc2cc(C(=O)O)oc12. As a reaction SMILES: [Br:3].[C:4]([CH3:5])(=[O:6])[c:7]1[o:8][c:9]2[c:10]([cH:11]1)[cH:12][c:13]([Br:18])[cH:14][c:15]2[O:16][CH3:17].[ClH:19].[Na+:2].[O:20]1[CH2:21][CH2:22][O:23][CH2:24][CH2:25]1.[OH-:1]>>[O:1]=[C:4]([OH:6])[c:7]1[o:8][c:9]2[c:10]([cH:11]1)[cH:12][c:13]([Br:18])[cH:14][c:15]2[O:16][CH3:17]. The reactants are CCCCCCCCCCOc1ccc(-c2ccc(C#CCCC(C)O)cc2)cc1, ClCCl, CC(Cl)C(=O)Cl, c1ccncc1. Product: CCCCCCCCCCOc1ccc(-c2ccc(C#CCCC(C)OC(=O)C(C)Cl)cc2)cc1. Reaction SMILES: [CH2:1]([CH2:2][CH2:3][CH2:4][CH2:5][CH2:6][CH2:7][CH2:8][CH2:9][CH3:10])[O:11][c:12]1[cH:13][cH:14][c:15](-[c:18]2[cH:19][cH:20][c:21]([C:24]#[C:25][CH2:26][CH2:27][CH:28]([CH3:29])[OH:30])[cH:22][cH:23]2)[cH:16][cH:17]1.[Cl:31][CH2:32][Cl:33].[Cl:34][CH:35]([C:36](=[O:37])[Cl:38])[CH3:39].[cH:40]1[cH:41][cH:42][n:43][cH:44][cH:45]1>>[CH2:1]([CH2:2][CH2:3][CH2:4][CH2:5][CH2:6][CH2:7][CH2:8][CH2:9][CH3:10])[O:11][c:12]1[cH:13][cH:14][c:15](-[c:18]2[cH:19][cH:20][c:21]([C:24]#[C:25][CH2:26][CH2:27][CH:28]([CH3:29])[O:30][C:36]([CH:35]([Cl:34])[CH3:39])=[O:37])[cH:22][cH:23]2)[cH:16][cH:17]1. The reactants are COc1ccc(Br)c(C)c1, O=C([O-])[O-], CCOC(=O)c1ccc2sccc2c1, CCOC(C)=O, [Cs+], [Cs+], [Cu]I, CC(=O)[O-], CC(=O)[O-], CN(C)C=O, O, [Pd+2], c1ccc(P(c2ccccc2)c2ccccc2)cc1. Product: CCOC(=O)c1ccc2sc(-c3ccc(OC)cc3C)cc2c1. Reaction SMILES: [Br:26][c:27]1[c:28]([CH3:35])[cH:29][c:30]([O:33][CH3:34])[cH:31][cH:32]1.[C:1](=[O:2])([O-:3])[O-:4].[CH2:36]([CH3:37])[O:38][C:39](=[O:40])[c:41]1[cH:42][c:43]2[c:44]([s:45][cH:46][cH:47]2)[cH:48][cH:49]1.[CH3:61][CH2:62][O:63][C:64](=[O:65])[CH3:66].[Cs+:5].[Cs+:6].[Cu:50][I:51].[O-:53][C:54]([CH3:55])=[O:56].[O-:57][C:58]([CH3:59])=[O:60].[O:68]=[CH:69][N:70]([CH3:71])[CH3:72].[OH2:67].[Pd+2:52].[c:7]1([P:8]([c:9]2[cH:10][cH:11][cH:12][cH:13][cH:14]2)[c:15]2[cH:16][cH:17][cH:18][cH:19][cH:20]2)[cH:21][cH:22][cH:23][cH:24][cH:25]1>>[c:27]1(-[c:46]2[s:45][c:44]3[c:43]([cH:42][c:41]([C:39]([O:38][CH2:36][CH3:37])=[O:40])[cH:49][cH:48]3)[cH:47]2)[c:28]([CH3:35])[cH:29][c:30]([O:33][CH3:34])[cH:31][cH:32]1. The reactants are BrC=1C(=C(NC1C(F)(F)F)C1=CC=C(C=C1)Cl)C(=O)OC (methyl 4-bromo-2-(p-chlorophenyl)-5-(trifluoromethyl)pyrrole-3-carboxylate), C([O-])([O-])=O.[K+].[K+] (potassium carbonate), C(C)OCCl (chloromethyl ethyl ether), C([O-])([O-])=O.[K+].[K+] (potassium carbonate), C(C)OCCl (chloromethyl ethyl ether), C([O-])([O-])=O.[K+].[K+] (potassium carbonate), C(C)OCCl (chloromethyl ethyl ether). The solvent is O (water). Conditions: time 21 hour. Yields the product BrC=1C(=C(N(C1C(F)(F)F)COCC)C1=CC=C(C=C1)Cl)C(=O)OC (Methyl 4-bromo-2-(p-chlorophenyl)-1-(ethoxymethyl)-5-(trifluoromethyl)pyrrole-3-carboxylate). Isolated yield 123.4%. RXN SMILES: [Br:1][C:2]1[C:3]([C:18]([O:20][CH3:21])=[O:19])=[C:4]([C:11]2[CH:16]=[CH:15][C:14]([Cl:17])=[CH:13][CH:12]=2)[NH:5][C:6]=1[C:7]([F:10])([F:9])[F:8].C(=O)([O-])[O-].[K+].[K+].[CH2:28]([O:30][CH2:31]Cl)[CH3:29]>O>[Br:1][C:2]1[C:3]([C:18]([O:20][CH3:21])=[O:19])=[C:4]([C:11]2[CH:12]=[CH:13][C:14]([Cl:17])=[CH:15][CH:16]=2)[N:5]([CH2:31][O:30][CH2:28][CH3:29])[C:6]=1[C:7]([F:10])([F:9])[F:8] |f:1.2.3|. Reported procedure: A mixture of methyl 4-bromo-2-(p-chlorophenyl)-5-(trifluoromethyl)pyrrole-3-carboxylate (9.2 g, 24.1 mmol), potassium carbonate (4.96 g, 36 mmol) and chloromethyl ethyl ether (3.3 mL, 36 mmol) is stirred at room temperature for 21 hours, treated with potassium carbonate (4.9 g) and chloromethyl ethyl ether (3.3 mL), stirred for 1 hour, treated with potassium carbonate (4.9 g) and chloromethyl ethyl ether (3.3 mL) stirred for 3 hours, diluted with water and extracted with diethyl ether. The combi...